The task is: describe an organic reaction: reactants, conditions, products, and yield. This data is from the Open Reaction Database (ORD), a public repository of structured organic reaction records. Product: CCN(CC)CCNC(=O)c1cc(Cl)c(N)cc1OCCSC. RXN SMILES: [C:21](=[O:22])([O-:23])[O-:24].[CH3:29][S:30][CH2:31][CH2:32][Cl:33].[CH3:39][C:40]#[N:41].[ClH:1].[I-:28].[K+:25].[K+:26].[NH2:2][c:3]1[cH:4][c:5]([OH:20])[c:6]([C:7](=[O:8])[NH:9][CH2:10][CH2:11][N:12]([CH2:13][CH3:14])[CH2:15][CH3:16])[cH:17][c:18]1[Cl:19].[Na+:27].[O:34]=[CH:35][N:36]([CH3:37])[CH3:38]>>[NH2:2][c:3]1[cH:4][c:5]([O:20][CH2:32][CH2:31][S:30][CH3:29])[c:6]([C:7](=[O:8])[NH:9][CH2:10][CH2:11][N:12]([CH2:13][CH3:14])[CH2:15][CH3:16])[cH:17][c:18]1[Cl:19]. Starting materials: O=C([O-])[O-], CSCCCl, CC#N, Cl, [I-], [K+], [K+], CCN(CC)CCNC(=O)c1cc(Cl)c(N)cc1O, [Na+], CN(C)C=O. RXN SMILES: [Br:1][C:2]1[CH:11]=[C:10](I)[CH:9]=[CH:8][C:3]=1[O:4][CH2:5][CH2:6][OH:7].[Cl:13][C:14]1[CH:19]=[CH:18][C:17]([C:20]2[CH:21]=[C:22]([F:28])[C:23]([C:26]#[CH:27])=[N:24][CH:25]=2)=[CH:16][CH:15]=1.BrCl>>[Br:1][C:2]1[CH:11]=[C:10]([C:27]#[C:26][C:23]2[C:22]([F:28])=[CH:21][C:20]([C:17]3[CH:18]=[CH:19][C:14]([Cl:13])=[CH:15][CH:16]=3)=[CH:25][N:24]=2)[CH:9]=[CH:8][C:3]=1[O:4][CH2:5][CH2:6][OH:7]. The reactants are BrC1=C(OCCO)C=CC(=C1)I (2-(2-bromo-4-iodophenoxy)ethanol), BrCl (BrCl), ClC1=CC=C(C=C1)C=1C=C(C(=NC1)C#C)F (5-(4-chlorophenyl)-2-ethynyl-3-fluoropyridine), BrCl (BrCl). Reported procedure: The product was prepared analogously to Example 7.1e starting from 2-(2-bromo-4-iodophenoxy)ethanol and 5-(4-chlorophenyl)-2-ethynyl-3-fluoropyridine. Yield: 1.60 g (82% of theoretical); C21H14BrClFNO2 (M=446.697); calc.: molpeak (M+H)+: 446/448/450 (BrCl); found: molpeak (M+H)+: 446/448/450 (BrCl); HPLC-MS: 6.38 minutes (method B). The product is BrC1=C(OCCO)C=CC(=C1)C#CC1=NC=C(C=C1F)C1=CC=C(C=C1)Cl (2-{2-bromo-4-[5-(4-chlorophenyl)-3-fluoropyridin-2-ylethynyl]phenoxy}ethanol). Starting materials: C(C)(=O)SCC(C(=O)N1C(SCC1C(=O)O)CC)C (3-(3-Acetylthio-2-methylpropanoyl)-2-ethyl-4-thiazolidinecarboxylic acid), Cl (hydrochloric acid). Yields the product C(C)C1SCC(N1C(C(CS)C)=O)C(=O)O (2-ethyl-3-(3-mercapto-2-methylpropanoyl)-4-thiazolidinecarboxylic acid). As a reaction SMILES: C([S:4][CH2:5][CH:6]([CH3:19])[C:7]([N:9]1[CH:13]([C:14]([OH:16])=[O:15])[CH2:12][S:11][CH:10]1[CH2:17][CH3:18])=[O:8])(=O)C.Cl>O.N>[CH2:17]([CH:10]1[N:9]([C:7](=[O:8])[CH:6]([CH3:19])[CH2:5][SH:4])[CH:13]([C:14]([OH:16])=[O:15])[CH2:12][S:11]1)[CH3:18]. Procedure: 3-(3-Acetylthio-2-methylpropanoyl)-2-ethyl-4-thiazolidinecarboxylic acid (1 g.) is dissolved in a mixture of water (3 ml.) and concentrated ammonia (3 ml.) under a blanket of argon. The mixture is stirred at room temperature for thirty minutes and acidified with concentrated hydrochloric acid. The organic layer is dried and concentrated to dryness in vacuo to yield 2-ethyl-3-(3-mercapto-2-methylpropanoyl)-4-thiazolidinecarboxylic acid. The solvent is O (water), N (ammonia). Reactants: C1(OCC(C)O1)=O (propylene carbonate), CC1=CC=CC2=CC=CC=C12 (methylnaphthalene), nitro hydrocarbons, N=C=O (HNCO), carbonates, C1=CC(=CC=C1Cl)Cl (dichlorobenzene), alpha-terpinyl isocyanate, N=C=O (HNCO). Reagents/catalysts: C(F)(F)(F)S(=O)(=O)O (CF3SO3H). Solvent: ClC1=CC=CC=C1 (chlorobenzene), C1(=CC=CC=C1)C (toluene), C=1(C(=CC=CC1)C)C (xylene), C1(=CC=CC=C1)C (toluene), C1=CC=CC=C1 (benzene). Product: [N-]=C=O.[N-]=C=O.C1(CCC(CC1)C(C)C)C (menthane diisocyanate). Yield: 16.0%. Reaction SMILES: C1(=O)O[CH:4]([CH3:5])[CH2:3]O1.C1C(Cl)=CC=C(Cl)C=1.[CH3:16][C:17]1[C:26]2[C:21](=CC=C[CH:25]=2)C=[CH:19][CH:18]=1.[NH:27]=[C:28]=[O:29]>C(S(O)(=O)=O)(F)(F)F.ClC1C=CC=CC=1.C1C=CC=CC=1.C1(C)C=CC=CC=1.C1(C)C(C)=CC=CC=1>[N-:27]=[C:28]=[O:29].[N-:27]=[C:28]=[O:29].[CH:4]1([CH3:5])[CH2:19][CH2:18][CH:17]([CH:26]([CH3:21])[CH3:25])[CH2:16][CH2:3]1 |f:9.10.11|. Reported procedure: Some mixed solvents such as mixtures of propylene carbonate and toluene and mixtures of one or more organic carbonates with solvents such as xylene, toluene, benzene, chlorobenzene, dichlorobenzene, methylnaphthalene, and nitro hydrocarbons can be used effectively as solvents in the process of this invention. The process of this invention can be run at temperatures below 0 degrees C. using excess liquid HNCO as solvent. For instance, the reaction of alpha-terpinyl isocyanate with an excess of HN... Reactants: CC1=NC=C(C(=C1O)C=O)CO.Cl (Pyridoxal hydrochloride), [OH-].[NH4+] (ammonium hydroxide), FC1=CC=C(C=C1)C(=O)C(=O)C1=CC=C(C=C1)F (4,4′-Difluorobenzil), C(C)(=O)[O-].[NH4+] (ammonium acetate). Solvent: CS(=O)C (DMSO), CS(=O)C (DMSO). Reaction conditions: temperature 100 celsius. Product: FC1=CC=C(C=C1)C=1N=C(NC1C1=CC=C(C=C1)F)C1=C(C(=NC=C1CO)C)O (4-[4,5-Bis-(4-fluoro-phenyl)-1H-imidazol-2-yl)-5-hydroxymethyl-2-methyl-pyridin-3-ol). As a reaction SMILES: [F:1][C:2]1[CH:7]=[CH:6][C:5]([C:8]([C:10]([C:12]2[CH:17]=[CH:16][C:15]([F:18])=[CH:14][CH:13]=2)=O)=O)=[CH:4][CH:3]=1.C([O-])(=O)C.[NH4+:23].[CH3:24][C:25]1[C:30]([OH:31])=[C:29]([CH:32]=O)[C:28]([CH2:34][OH:35])=[CH:27][N:26]=1.Cl.[OH-].[NH4+:38]>CS(C)=O>[F:1][C:2]1[CH:7]=[CH:6][C:5]([C:8]2[N:23]=[C:32]([C:29]3[C:28]([CH2:34][OH:35])=[CH:27][N:26]=[C:25]([CH3:24])[C:30]=3[OH:31])[NH:38][C:10]=2[C:12]2[CH:17]=[CH:16][C:15]([F:18])=[CH:14][CH:13]=2)=[CH:4][CH:3]=1 |f:1.2,3.4,5.6|. Reported procedure: 4,4′-Difluorobenzil (2.46 g, 10 mmol), ammonium acetate (11.5 g, 150 mmol) were dissolved in DMSO (60 mL) and heated to 100° C. Pyridoxal hydrochloride (6.1 g, 30 mmol) in DMSO (50 mL) was added drop wise over a period of 40 min. The reaction mixture was cooled to it and poured into icewater (300 mL) and aq. ammonium hydroxide solution (50 mL). The precipitate was filtered off, washed with water (100 mL), dissolved in ethyl acetate (150 mL) and extracted with water (2×50 mL). The organic layer w...